The task is: describe an organic reaction: reactants, conditions, products, and yield. This data is from the Open Reaction Database (ORD), a public repository of structured organic reaction records. The reactants are Cl (hydrochloride), [OH-].[Na+] (sodium hydroxide), ClC1=CC=C2CNC(C2=C1)=NC (6-chloro-1-(methylimino)isoindoline), C(=O)=C(C(=O)Cl)C1=CC=CC=C1 (α-carbonyl-phenylacetyl chloride), N12CCCN=C2CCC1 (1,5-diazabicyclo[4.3.0]non-5-ene). Run in C1(=CC=CC=C1)C (toluene), O (water), C1(=CC=CC=C1)C (toluene). Conditions: time 30 minute. The product is [OH-].ClC1=CC=C2C[N+]3=C(C2=C1)N(C(C(=C3O)C3=CC=CC=C3)=O)C (9-chloro1,2-dihydro-4-hydroxy-1-methyl-2-oxo -3-phenyl-6H-pyrimido[2,1-a]isoindole-5-ium hydroxide). Yield: 64.7%. As a reaction SMILES: [Cl:1][C:2]1[CH:10]=[C:9]2[C:5]([CH2:6][NH:7][C:8]2=[N:11][CH3:12])=[CH:4][CH:3]=1.Cl.[OH-].[Na+].[C:16](=[C:18]([C:22]1[CH:27]=[CH:26][CH:25]=[CH:24][CH:23]=1)[C:19](Cl)=[O:20])=[O:17].N12CCCC1=NCCC2>C1(C)C=CC=CC=1.O>[OH-:17].[Cl:1][C:2]1[CH:10]=[C:9]2[C:5]([CH2:6][N+:7]3[C:16]([OH:17])=[C:18]([C:22]4[CH:27]=[CH:26][CH:25]=[CH:24][CH:23]=4)[C:19](=[O:20])[N:11]([CH3:12])[C:8]=32)=[CH:4][CH:3]=1 |f:2.3,8.9|. Procedure: A mixture of 5.42 g of 6-chloro-1-(methylimino)isoindoline (prepared from the hydrochloride by treatment with 1.5 equivalents of 2N sodium hydroxide solution) and 120 ml of toluene was treated dropwise under argon at 0-50 within 10 minutes with 5.96 g of α-carbonyl-phenylacetyl chloride. The mixture was stirred for 30 minutes, 4.47 g of 1,5-diazabicyclo[4.3.0]non-5-ene in 30 ml of toluene were subsequently added dropwise thereto, the mixture was stirred at 0-50 for a further 90 minutes, then tre... Solvent: ClCCl (dichloromethane). Reported procedure: To a solution (1S,7S)-1,7-dimethyl-9-amino-1,7-diphenyl-1,2,3,5,6,7-hexahydropyrido[3,2,1-ij]quinoline (9), (110 mg, 0.30 mmol) in dichloromethane (15 mL) was added ethyl isocyanate (0.026 mL, 0.328 mmol), mmol) under argon at 0° C. The reaction mixture was then stirred at room temperature for overnight. The solvent was removed under reduced pressure and purified by MPLC) using silica gel column with 15 to 20% EtOAc:Hexane to get 1-((1S,7S)-1,7-dimethyl-1,7-diphenyl-1,2,3,5,6,7-hexahydropyrido[3... Reaction SMILES: [CH3:1][C@:2]1([C:23]2[CH:28]=[CH:27][CH:26]=[CH:25][CH:24]=2)[C:11]2[C:6]3=[C:7]([C@:13]([CH3:22])([C:16]4[CH:21]=[CH:20][CH:19]=[CH:18][CH:17]=4)[CH2:14][CH2:15][N:5]3[CH2:4][CH2:3]1)[CH:8]=[C:9]([NH2:12])[CH:10]=2.[CH2:29]([N:31]=[C:32]=[O:33])[CH3:30]>ClCCl>[CH3:1][C@:2]1([C:23]2[CH:28]=[CH:27][CH:26]=[CH:25][CH:24]=2)[C:11]2[C:6]3=[C:7]([C@:13]([CH3:22])([C:16]4[CH:21]=[CH:20][CH:19]=[CH:18][CH:17]=4)[CH2:14][CH2:15][N:5]3[CH2:4][CH2:3]1)[CH:8]=[C:9]([NH:12][C:32]([NH:31][CH2:29][CH3:30])=[O:33])[CH:10]=2. Conditions: time 8 hour. Yields the product C[C@]1(CCN2C3=C(C=C(C=C13)NC(=O)NCC)[C@@](CC2)(C2=CC=CC=C2)C)C2=CC=CC=C2 (1-((1S,7S)-1,7-dimethyl-1,7-diphenyl-1,2,3,5,6,7-hexahydropyrido[3,2,1-ij]quinolin-9-yl)-3-ethylurea). Starting materials: C[C@]1(CCN2C3=C(C=C(C=C13)N)[C@@](CC2)(C2=CC=CC=C2)C)C2=CC=CC=C2 ((1S,7S)-1,7-dimethyl-1,7-diphenyl-1,2,3,5,6,7-hexahydropyrido[3,2,1-ij]quinolin-9-amine), C(C)N=C=O (ethyl isocyanate). The reactants are ClC1=CC=C(C=C1)C(C=1C(=NN(C1C(=O)O)C1CC1)C)NCC1=CC=C(C=C1)OC (4-((4-chlorophenyl)((4-methoxybenzyl)amino)methyl)-1-cyclopropyl-3-methyl-1H-pyrazole-5-carboxylic acid), ClC(=C(C)C)N(C)C (1-chloro-N,N,2-trimethyl-1-propenylamine). Run in C(Cl)Cl (CH2Cl2). Run at time 1 hour. Product: ClC1=CC=C(C=C1)C1N(C(C=2N(N=C(C21)C)C2CC2)=O)CC2=CC=C(C=C2)OC (4-(4-chlorophenyl)-1-cyclopropyl-5-(4-methoxybenzyl)-3-methyl-4,5-dihydropyrrolo[3,4-c]pyrazol-6(1H)-one). The yield is 92.4%. As a reaction SMILES: [Cl:1][C:2]1[CH:7]=[CH:6][C:5]([CH:8]([NH:21][CH2:22][C:23]2[CH:28]=[CH:27][C:26]([O:29][CH3:30])=[CH:25][CH:24]=2)[C:9]2[C:10]([CH3:20])=[N:11][N:12]([CH:17]3[CH2:19][CH2:18]3)[C:13]=2[C:14](O)=[O:15])=[CH:4][CH:3]=1.ClC(N(C)C)=C(C)C>C(Cl)Cl>[Cl:1][C:2]1[CH:7]=[CH:6][C:5]([CH:8]2[C:9]3[C:10]([CH3:20])=[N:11][N:12]([CH:17]4[CH2:18][CH2:19]4)[C:13]=3[C:14](=[O:15])[N:21]2[CH2:22][C:23]2[CH:28]=[CH:27][C:26]([O:29][CH3:30])=[CH:25][CH:24]=2)=[CH:4][CH:3]=1. Procedure details: To a stirred solution of 4-((4-chlorophenyl)((4-methoxybenzyl)amino)methyl)-1-cyclopropyl-3-methyl-1H-pyrazole-5-carboxylic acid (Step 23.7) (2.30 g, 4.59 mmol) in CH2Cl2 (30 mL) under Ar was added 1-chloro-N,N,2-trimethyl-1-propenylamine (0.846 mL, 6.43 mmol) at 0° C. The reaction mixture was stirred for 1 hr at rt, quenched with a saturated aqueous solution of NaHCO3 (75 mL), and extracted with CH2Cl2 (2×100 mL) The combined organic layers were washed with a saturated aqueous solution of NaHCO...